Dataset: the Open Reaction Database (ORD), a public repository of structured organic reaction records. Task: describe an organic reaction: reactants, conditions, products, and yield The reactants are C(=O)(C(F)(F)F)O (TFA), C(C)(C)(C)OC(=O)N(C1=CC(=NC=N1)N(C(OC(C)(C)C)=O)C)C1=C(C=C(C=C1)COC)[N+](=O)[O-] (tert-butyl (6-((tert-butoxycarbonyl)(4-(methoxymethyl)-2-nitrophenyl)amino)pyrimidin-4-yl)(methyl)carbamate). The solvent is C(Cl)Cl (DCM). Reaction conditions: time 1 hour. Yields the product COCC1=CC(=C(C=C1)NC1=NC=NC(=C1)NC)[N+](=O)[O-] (N-(4-(methoxymethyl)-2-nitrophenyl)-N6-methylpyrimidine-4,6-diamine). Yield: 139.4%. RXN SMILES: C(O)(C(F)(F)F)=O.C(OC([N:15]([C:31]1[CH:36]=[CH:35][C:34]([CH2:37][O:38][CH3:39])=[CH:33][C:32]=1[N+:40]([O-:42])=[O:41])[C:16]1[N:21]=[CH:20][N:19]=[C:18]([N:22](C)[C:23](=O)OC(C)(C)C)[CH:17]=1)=O)(C)(C)C>C(Cl)Cl>[CH3:39][O:38][CH2:37][C:34]1[CH:35]=[CH:36][C:31]([NH:15][C:16]2[CH:17]=[C:18]([NH:22][CH3:23])[N:19]=[CH:20][N:21]=2)=[C:32]([N+:40]([O-:42])=[O:41])[CH:33]=1. Procedure details: TFA (5 mL) was slowly added to a stirred solution of tert-butyl (6-((tert-butoxycarbonyl)(4-(methoxymethyl)-2-nitrophenyl)amino)pyrimidin-4-yl)(methyl)carbamate (0.85 g) in dry DCM (10 mL) under argon atmosphere at 0° C. The resulting reaction mixture was allowed to warm to room temperature and stirred for 1 h. After completion of the reaction, excess solvents were removed under reduced pressure and washed with ether to afford the title compound (0.7 g crude) as a solid. MS (ESI): 290.2 [M+H]+. The reactants are C(C)(C)(C)OP(=O)(OC(C)(C)C)[O-].C[N+](C)(C)C (tetramethylammonium di-tert-butyl-phosphate), [K+].P(=O)(OC(C)(C)C)(OC(C)(C)C)[O-] (Di-tert-butyl phosphate potassium salt), Cl (HCl), [OH-].C[N+](C)(C)C (tetramethylammonium hydroxide), ClCI (chloroiodomethane). The solvent is C(OC)COC (dimethoxyethane), CO (methanol). Conditions: temperature 0 celsius. Yields the product P(=O)(OC(C)(C)C)(OC(C)(C)C)OCCl (di-tert-butyl (chloromethyl) phosphate). As a reaction SMILES: [K+].[P:2]([O-:14])([O:9][C:10]([CH3:13])([CH3:12])[CH3:11])([O:4][C:5]([CH3:8])([CH3:7])[CH3:6])=[O:3].Cl.[OH-].C[N+](C)(C)C.C(OP([O-])(OC(C)(C)C)=O)(C)(C)C.C[N+](C)(C)C.[Cl:40][CH2:41]I>CO.C(COC)OC>[P:2]([O:14][CH2:41][Cl:40])([O:4][C:5]([CH3:7])([CH3:8])[CH3:6])([O:9][C:10]([CH3:13])([CH3:12])[CH3:11])=[O:3] |f:0.1,3.4,5.6|. Procedure: Di-tert-butyl phospohite (40.36 mmole) was combined with potassium bicarbonate (24.22 mmole) in 35 ml of water. The solution was stirred in an ice bath and potassium permanganate (28.25 mmole) was added in three equal portions over one hour's time, The reaction as then allowed to continue at room temperature for an additional half hour, Decolorizing carbon (600 mg) was then incorporated as the reaction was heated to 60° C. for 15 minutes. The reaction was then vacuum filtered to remove solid mag... Starting materials: C(C)(C)(C)N (tert-butylamine), NC(CO)(CO)CO (tromethamine), amine, CNC[C@H](O)[C@@H](O)[C@H](O)[C@H](O)CO (N-methylglucamine), amine, N[C@H](CCC(=O)N[C@H](CC1=CNC2=CC=CC=C12)C(=O)O)C(N)=O (D-isoglutamyl-D-tryptophan), amine, formula III, ( a ). Solvent: O (water), O (water). The product is formula III, C(C)(C)(C)[NH3+] (tert-butylammonium), OC[N+](C)(CO)CO (tris(hydroxymethyl)methylammonium), C[NH2+]CC(C(C(C(CO)O)O)O)O (methyl-(2,3,4,5,6-pentahydroxy-hexyl)-ammonium). Reaction SMILES: N[C@@H](C(=O)N)CC[C:5]([NH:7][C@@H:8](C(O)=O)CC1C2C(=CC=CC=2)NC=1)=[O:6].[C:25]([NH2:29])([CH3:28])([CH3:27])[CH3:26].[CH3:30][NH:31][CH2:32][C@@H:33]([C@H:35]([C@@H:37]([C@@H:39]([CH2:41][OH:42])[OH:40])[OH:38])[OH:36])[OH:34].NC([CH2:49][OH:50])(CO)CO>O>[C:25]([NH3+:29])([CH3:28])([CH3:27])[CH3:26].[OH:34][CH2:33][N+:7]([CH2:49][OH:50])([CH2:5][OH:6])[CH3:8].[CH3:30][NH2+:31][CH2:32][CH:33]([OH:34])[CH:35]([OH:36])[CH:37]([OH:38])[CH:39]([OH:40])[CH2:41][OH:42]. Reported procedure: In another embodiment of the present invention, there is provided a process for preparing the organic amine salt of formula III, comprising: (a) reacting D-isoglutamyl-D-tryptophan in water with an organic amine in water wherein the organic amine is tert-butylamine or N-methylglucamine or tromethamine; and (b) concentrating the solution by co-evaporating with isopropanol; adding of acetone to cause the precipitate of the salt; recovering the precipitate thereof; and vacuum drying the product to ... Yields the product COc1cc2c(CCl)nn(Cc3cn(C(c4ccccc4)(c4ccccc4)c4ccccc4)cn3)c2cc1OC. Reactants: O=C([O-])O, CCO, COc1cc2c(CO)nn(Cc3cn(C(c4ccccc4)(c4ccccc4)c4ccccc4)cn3)c2cc1OC, ClC(Cl)Cl, ClCCl, [Na+], O=S(Cl)Cl. Reaction SMILES: [C:52](=[O:53])([OH:54])[O-:55].[CH2:45]([OH:46])[CH3:47].[CH3:1][O:2][c:3]1[cH:4][c:5]2[c:6]([CH2:39][OH:40])[n:7][n:8]([CH2:14][c:15]3[n:16][cH:17][n:18]([C:20]([c:21]4[cH:22][cH:23][cH:24][cH:25][cH:26]4)([c:27]4[cH:28][cH:29][cH:30][cH:31][cH:32]4)[c:33]4[cH:34][cH:35][cH:36][cH:37][cH:38]4)[cH:19]3)[c:9]2[cH:10][c:11]1[O:12][CH3:13].[CH:48]([Cl:49])([Cl:50])[Cl:51].[Cl:57][CH2:58][Cl:59].[Na+:56].[S:41]([Cl:42])([Cl:43])=[O:44]>>[CH3:1][O:2][c:3]1[cH:4][c:5]2[c:6]([CH2:39][Cl:43])[n:7][n:8]([CH2:14][c:15]3[n:16][cH:17][n:18]([C:20]([c:21]4[cH:22][cH:23][cH:24][cH:25][cH:26]4)([c:27]4[cH:28][cH:29][cH:30][cH:31][cH:32]4)[c:33]4[cH:34][cH:35][cH:36][cH:37][cH:38]4)[cH:19]3)[c:9]2[cH:10][c:11]1[O:12][CH3:13]. Reactants: N[C@H](CO)[C@H](C)OC(C)(C)C ((2R,3S)-2-amino-3-(tert-butoxy)butan-1-ol), FC1=NC=C(C(=N1)F)F (2,4,5-trifluoropyrimidine), CCN(C(C)C)C(C)C (DIEA). The solvent is C(C)#N (acetonitrile). Conditions: time 1 hour. The product is C(C)(C)(C)O[C@H]([C@@H](CO)NC1=NC(=NC=C1F)F)C ((2R,3S)-3-(tert-butoxy)-2-((2,5-difluoropyrimidin-4-yl)amino)butan-1-ol). Yield: 73.2%. RXN SMILES: [NH2:1][C@@H:2]([C@@H:5]([O:7][C:8]([CH3:11])([CH3:10])[CH3:9])[CH3:6])[CH2:3][OH:4].[F:12][C:13]1[N:18]=[C:17](F)[C:16]([F:20])=[CH:15][N:14]=1.CCN(C(C)C)C(C)C>C(#N)C>[C:8]([O:7][C@@H:5]([CH3:6])[C@H:2]([NH:1][C:15]1[C:16]([F:20])=[CH:17][N:18]=[C:13]([F:12])[N:14]=1)[CH2:3][OH:4])([CH3:10])([CH3:9])[CH3:11]. Procedure details: To a round bottom flask containing (2R,3S)-2-amino-3-(tert-butoxy)butan-1-ol (1.25 g, 7.75 mmol) and a stir bar was added acetonitrile (50 mL) followed by the addition of 2,4,5-trifluoropyrimidine (1.04 g, 7.75 mmol) and DIEA (4.1 mL, 23.3 mmol). The resulting reaction mixture allowed to stir 1 hr at room temperature. The volatiles were then removed. Reaction mixture was then partitioned between EtOAc and water. Aqueous layer extracted with EtOAc. Organic phases combined, washed with water, brin... Reported procedure: 2-Bromothiophene-3-carboxylic acid methyl ester (3.0 g, 14.0 mmol, 1.0 eq.), 4-(4,4,5,5-tetramethyl-[1,3,2]dioxaborolan-2-yl)-3,6-dihydro-2H-pyridine-1-carboxylic acid t-butyl ester (4.2 g, 14.0 mmol, 1.0 eq.), THF (150 mL) and Na2CO3 (28 mL, 56 mmol, 4.0 eq.) were combined. The mixture was degassed and purged with nitrogen (3×). PdCl2(PPh3)2 (0.3 g, 0.4 mmol, 0.03 eq.) was added, and the mixture was again degassed and purged with nitrogen (3×), then heated at 80° C. overnight. The mixture was t... The reagents and catalysts are Cl[Pd]([P](C1=CC=CC=C1)(C2=CC=CC=C2)C3=CC=CC=C3)([P](C4=CC=CC=C4)(C5=CC=CC=C5)C6=CC=CC=C6)Cl (PdCl2(PPh3)2). Starting materials: COC(=O)C1=C(SC=C1)Br (2-Bromothiophene-3-carboxylic acid methyl ester), C(C)(C)(C)OC(=O)N1CCC(=CC1)B1OC(C(O1)(C)C)(C)C (4-(4,4,5,5-tetramethyl-[1,3,2]dioxaborolan-2-yl)-3,6-dihydro-2H-pyridine-1-carboxylic acid t-butyl ester), C(=O)([O-])[O-].[Na+].[Na+] (Na2CO3). Yield: 92.8%. As a reaction SMILES: [CH3:1][O:2][C:3]([C:5]1[CH:9]=[CH:8][S:7][C:6]=1Br)=[O:4].[C:11]([O:15][C:16]([N:18]1[CH2:23][CH:22]=[C:21](B2OC(C)(C)C(C)(C)O2)[CH2:20][CH2:19]1)=[O:17])([CH3:14])([CH3:13])[CH3:12].C([O-])([O-])=O.[Na+].[Na+]>Cl[Pd](Cl)([P](C1C=CC=CC=1)(C1C=CC=CC=1)C1C=CC=CC=1)[P](C1C=CC=CC=1)(C1C=CC=CC=1)C1C=CC=CC=1.C1COCC1>[C:11]([O:15][C:16]([N:18]1[CH2:19][CH:20]=[C:21]([C:6]2[S:7][CH:8]=[CH:9][C:5]=2[C:3]([O:2][CH3:1])=[O:4])[CH2:22][CH2:23]1)=[O:17])([CH3:14])([CH3:12])[CH3:13] |f:2.3.4,^1:41,60|. Run at temperature 80 celsius. Product: C(C)(C)(C)OC(=O)N1CCC(=CC1)C=1SC=CC1C(=O)OC (4-(3-methoxycarbonylthiophen-2-yl)-3,6-dihydro-2H-pyridine-1-carboxylic acid t-butyl ester). The solvent is C1CCOC1 (THF). The reactants are N1(C=NC=C1)CC1=C(N=C2N1C=C(C=C2)C)C2=CC=C(C=C2)C (3-((1H-imidazol-1-yl)methyl)-6-methyl-2-p-tolylimidazo[1,2-a]pyridine), Cl.ClC=1C=C(C=2N(C1)C(=C(N2)C2=CC=C(C=C2)C)CCl)Cl (6,8-dichloro-3-(chloromethyl)-2-p-tolylimidazo[1,2-a]pyridine hydrochloride), N1N=CC=C1 (1H-pyrazole). Product: N1(N=CC=C1)CC1=C(N=C2N1C=C(C=C2Cl)Cl)C2=CC=C(C=C2)C (3-((1H-pyrazol-1-yl)methyl)-6,8-dichloro-2-p-tolylimidazo[1,2-a]pyridine). As a reaction SMILES: [N:1]1([CH2:6][C:7]2N3C=C(C)C=CC3=[N:9][C:8]=2C2C=CC(C)=CC=2)C=CN=C1.Cl.[Cl:25][C:26]1[CH:27]=[C:28]([Cl:44])[C:29]2[N:30]([C:32]([CH2:42]Cl)=[C:33]([C:35]3[CH:40]=[CH:39][C:38]([CH3:41])=[CH:37][CH:36]=3)[N:34]=2)[CH:31]=1.N1C=CC=N1>>[N:9]1([CH2:42][C:32]2[N:30]3[CH:31]=[C:26]([Cl:25])[CH:27]=[C:28]([Cl:44])[C:29]3=[N:34][C:33]=2[C:35]2[CH:40]=[CH:39][C:38]([CH3:41])=[CH:37][CH:36]=2)[CH:8]=[CH:7][CH:6]=[N:1]1 |f:1.2|. Procedure: The title compound was prepared according to Method A and the experimentals described for compound 1 from 6,8-dichloro-3-(chloromethyl)-2-p-tolylimidazo[1,2-a]pyridine hydrochloride and 1H-pyrazole. m/e+ 357 for C18H15Cl2N4 [M+H]+; 1H-NMR (300 MHz, CDCl3) δ 8.28 (d, J=2.1 Hz, 1H), 7.67 (d, J=7.8 Hz, 2H), 7.60 (d, J=1.5 Hz, 1H), 7.35 (d, J=7.8 Hz, 2H), 7.30 (m, 2H), 6.31 (t, J=2.7 Hz, 1H), 5.71 (s, 2H), 2.44 (s, 3H) ppm. The reactants are O1CCCC1 (tetrahydrofuran), ice, C(C1=CC=CC=C1)[Mg]Cl (benzylmagnesium chloride), Cl[Si](C)(C)CCl (Chloro(chloromethyl)-dimethylsilane), C(C1=CC=CC=C1)[Mg]Cl (benzylmagnesium chloride), [Cl-].[NH4+] (ammonium chloride). Solvent: CCCCCC (hexane), CCCCCC (hexane). Reaction conditions: temperature 0 celsius, time 8 hour. The product is C(C1=CC=CC=C1)[Si](C)(C)CCl (Benzyl(chloromethyl)dimethylsilane). Yield: 109.5%. RXN SMILES: O1CCCC1.Cl[Si:7]([CH2:10][Cl:11])([CH3:9])[CH3:8].[CH2:12]([Mg]Cl)[C:13]1[CH:18]=[CH:17][CH:16]=[CH:15][CH:14]=1.[Cl-].[NH4+]>CCCCCC>[CH2:12]([Si:7]([CH2:10][Cl:11])([CH3:9])[CH3:8])[C:13]1[CH:18]=[CH:17][CH:16]=[CH:15][CH:14]=1 |f:3.4|. Procedure details: In a 2 L 3-necked flask equipped with a nitrogen inlet, a 500 ml dropping funnel and a thermometer, was placed 500 ml of tetrahydrofuran. Chloro(chloromethyl)-dimethylsilane (100 ml, 0.744 mol) was added by syringe and the colorless solution cooled to 0° C. in an ice/acetone bath. Then benzylmagnesium chloride (2.0 M solution, 400 ml, 0.8 mol) was transferred to the dropping funnel by syringe and added dropwise over 2 hours. A slightly exothermic reaction was observed and the temperature was mai...